Dataset: the Open Reaction Database (ORD), a public repository of structured organic reaction records. Task: describe an organic reaction: reactants, conditions, products, and yield Reactants: C[Si]1(CC=CC1)C (1,1-dimethyl-2,5-dihydro-1H-silole), [Br-].[Br-].[Br-].C1(=CC=CC=C1)[N+](C)(C)C.C1(=CC=CC=C1)[N+](C)(C)C.C1(=CC=CC=C1)[N+](C)(C)C (phenyltrimethylammonium tribromide), CC=1C=CC(=CC1)S(=O)(=O)NCl (chloramine-T). The solvent is C(C)#N (acetonitrile). Conditions: time 8 hour. Product: C[Si]1(CC2N(C2C1)S(=O)(=O)C1=CC=C(C=C1)C)C (3,3-dimethyl-6-[(4-methylphenyl)sulfonyl]-6-aza-3-silabicyclo[3.1.0]hexane). As a reaction SMILES: [CH3:1][Si:2]1([CH3:7])[CH2:6][CH:5]=[CH:4][CH2:3]1.[Br-].[Br-].[Br-].C1([N+](C)(C)C)C=CC=CC=1.C1([N+](C)(C)C)C=CC=CC=1.C1([N+](C)(C)C)C=CC=CC=1.[CH3:41][C:42]1[CH:43]=[CH:44][C:45]([S:48]([NH:51]Cl)(=[O:50])=[O:49])=[CH:46][CH:47]=1>C(#N)C>[CH3:1][Si:2]1([CH3:7])[CH2:6][CH:5]2[CH:4]([N:51]2[S:48]([C:45]2[CH:46]=[CH:47][C:42]([CH3:41])=[CH:43][CH:44]=2)(=[O:49])=[O:50])[CH2:3]1 |f:1.2.3.4.5.6|. Procedure details: To a solution of 1,1-dimethyl-2,5-dihydro-1H-silole (3.0 g, 26.7 mmol) in acetonitrile (50 mL) was added phenyltrimethylammonium tribromide (1.0 g, 2.67 mmol) and chloramine-T (6.69 g, 29.4 mmol). After stirring at rt overnight the reaction mixture was filtered though a pad of Celite and concentrated under vacuum. Purification by silica gel chromatography (20% EtOAc/hexanes) afforded the desired product. Starting materials: CCOC(=O)c1cccc(C(C)(C)C#N)c1, CCO, Cl, [Na+], [OH-], O. Yields the product CC(C)(C#N)c1cccc(C(=O)O)c1. As a reaction SMILES: [CH2:1]([CH3:2])[O:3][C:4]([c:5]1[cH:6][c:7]([C:11]([CH3:12])([CH3:13])[C:14]#[N:15])[cH:8][cH:9][cH:10]1)=[O:16].[CH3:20][CH2:21][OH:22].[ClH:19].[Na+:18].[OH-:17].[OH2:23]>>[O:3]=[C:4]([c:5]1[cH:6][c:7]([C:11]([CH3:12])([CH3:13])[C:14]#[N:15])[cH:8][cH:9][cH:10]1)[OH:16]. Starting materials: COC(=O)C1=CC=CC2=CC(=CC=C12)OC1=NC=NC(=C1)COC (6-(6-methoxymethyl-pyrimidin-4-yloxy)-naphthalene-1-carboxylic acid methyl ester), [NH4+].[Cl-] (NH4Cl), NC=1C=CC(=C(C1)C(F)(F)F)C (5-amino-2-methylbenzotrifluoride), C[Al](C)C (Me3Al). Run in CCOC(=O)C (EtOAc), O (water), C1CCOC1 (THF), C1(=CC=CC=C1)C (toluene). Run at temperature 110 celsius, time 1 hour. The product is CC1=C(C=C(C=C1)NC(=O)C1=CC=CC2=CC(=CC=C12)OC1=NC=NC(=C1)COC)C(F)(F)F (6-(6-Methoxymethyl-pyrimidin-4-yloxy)-naphthalene-1-carboxylic acid (4-methyl-3-trifluoromethyl-phenyl)-amide). RXN SMILES: [NH2:1][C:2]1[CH:3]=[CH:4][C:5]([CH3:12])=[C:6]([C:8]([F:11])([F:10])[F:9])[CH:7]=1.C[Al](C)C.C[O:18][C:19]([C:21]1[C:30]2[C:25](=[CH:26][C:27]([O:31][C:32]3[CH:37]=[C:36]([CH2:38][O:39][CH3:40])[N:35]=[CH:34][N:33]=3)=[CH:28][CH:29]=2)[CH:24]=[CH:23][CH:22]=1)=O.[NH4+].[Cl-]>C1(C)C=CC=CC=1.C1COCC1.CCOC(C)=O.O>[CH3:12][C:5]1[CH:4]=[CH:3][C:2]([NH:1][C:19]([C:21]2[C:30]3[C:25](=[CH:26][C:27]([O:31][C:32]4[CH:37]=[C:36]([CH2:38][O:39][CH3:40])[N:35]=[CH:34][N:33]=4)=[CH:28][CH:29]=3)[CH:24]=[CH:23][CH:22]=2)=[O:18])=[CH:7][C:6]=1[C:8]([F:9])([F:10])[F:11] |f:3.4|. Procedure details: In a dried vessel, 68 mg (0.388 mMol) 5-amino-2-methylbenzotrifluoride are dissolved in 7 ml toluene and cooled in an ice bath. Then 580 μl Me3Al (2 M in toluene; 1.16 mMol) are added via syringe. After 1 h at rt, a solution of 126 mg (0.388 mMol) 6-(6-methoxymethyl-pyrimidin-4-yloxy)-naphthalene-1-carboxylic acid methyl ester in 1.5 ml THF is added and the solution is stirred for ½ h in an oil bath of 110° C. The solution is cooled in an ice bath and hydrolyzed with 13 ml of a sat. NH4Cl soluti...